Dataset: the Open Reaction Database (ORD), a public repository of structured organic reaction records. Task: describe an organic reaction: reactants, conditions, products, and yield The reactants are C(C)OC1=C(C=CC=C1)O (2-ethoxyphenol), C(C)(=O)OCC (Ethyl acetate), ICC (iodoethane), C([O-])([O-])=O.[K+].[K+] (potassium carbonate). Solvent: CN(C=O)C (dimethylformamide). Conditions: temperature 80 celsius, time 30 hour. Yields the product C(C)OC1=C(C=CC=C1)OCC (1,2-Diethoxybenzene). Reaction SMILES: [CH2:1]([O:3][C:4]1[CH:9]=[CH:8][CH:7]=[CH:6][C:5]=1[OH:10])[CH3:2].I[CH2:12][CH3:13].C(=O)([O-])[O-].[K+].[K+].C(OCC)(=O)C>CN(C)C=O>[CH2:1]([O:3][C:4]1[CH:9]=[CH:8][CH:7]=[CH:6][C:5]=1[O:10][CH2:12][CH3:13])[CH3:2] |f:2.3.4|. Procedure: 15.0 g of 2-ethoxyphenol, 18.0 ml of iodoethane and 30.0 g of potassium carbonate were suspended in 150 ml dimethylformamide, and the mixture was stirred at 80° C. for 30 hours. Ethyl acetate was added thereto, and the mixture was washed with water for five times and with brine, and then dried over anhydrous magnesium sulfate. The solvent was evaporated to give the title compound quantitatively as a red-brown oil. Reactants: C[Mg]I (Methyl magnesium iodide), C(C)OC(CCCCCC[C@H]1[C@@H](CCC1=CCC(CCCCC)=O)O)=O (9β-hydroxy-15-oxo-12-prostenoic acid ethyl ester), [NH4+].[Cl-] (NH4Cl). The solvent is C(C)OCC (diethyl ether), C(C)OCC (diethyl ether). Run at time 15 minute. Yields the product C(C)OC(CCCCCC[C@H]1[C@@H](CCC1=CCC(CCCCC)(C)O)O)=O (9β,15-dihydroxy-15-methyl-12-prostenoic acid ethyl ester). RXN SMILES: [CH3:1][Mg]I.[CH2:4]([O:6][C:7](=[O:29])[CH2:8][CH2:9][CH2:10][CH2:11][CH2:12][CH2:13][C@@H:14]1[C:18](=[CH:19][CH2:20][C:21](=[O:27])[CH2:22][CH2:23][CH2:24][CH2:25][CH3:26])[CH2:17][CH2:16][C@H:15]1[OH:28])[CH3:5].[NH4+].[Cl-]>C(OCC)C>[CH2:4]([O:6][C:7](=[O:29])[CH2:8][CH2:9][CH2:10][CH2:11][CH2:12][CH2:13][C@@H:14]1[C:18](=[CH:19][CH2:20][C:21]([OH:27])([CH3:1])[CH2:22][CH2:23][CH2:24][CH2:25][CH3:26])[CH2:17][CH2:16][C@H:15]1[OH:28])[CH3:5] |f:2.3|. Procedure details: Methyl magnesium iodide (prepared from 816 mg. magnesium filings and 2.12 ml. methyl iodide) dissolved in 80 ml. dry diethyl ether is added dropwise to 3.9 g. 9β-hydroxy-15-oxo-12-prostenoic acid ethyl ester, dissolved in 200 ml. dry diethyl ether, with the exclusion of moisture, under nitrogen and with stirring. The mixture is stirred for 15 minutes more at room temperature and mixed dropwise, with ice cooling, with 300 ml. saturated aqueous NH4Cl solution. The organic phase is separated, washe... The reactants are Cl.N[C@@H](C)C(=O)NC(C(=O)OC)C1CC1 (methyl (L-alanylamino)(cyclopropyl)acetate hydrochloride), C(C)(C)(C)OC(=O)NC(C(=O)NC(C(=O)OC)C1CC1)CC (methyl ({2-[(tert-butoxycarbonyl)amino]butanoyl}amino)(cyclopropyl)acetate). The product is Cl.NC(C(=O)NC(C(=O)OC)C1CC1)CC (methyl [(2-aminobutanoyl)amino](cyclopropyl)acetate hydrochloride). RXN SMILES: [ClH:1].N[C@H](C(NC(C1CC1)C(OC)=O)=O)C.C(OC([NH:23][CH:24]([CH2:36][CH3:37])[C:25]([NH:27][CH:28]([CH:33]1[CH2:35][CH2:34]1)[C:29]([O:31][CH3:32])=[O:30])=[O:26])=O)(C)(C)C>>[ClH:1].[NH2:23][CH:24]([CH2:36][CH3:37])[C:25]([NH:27][CH:28]([CH:33]1[CH2:35][CH2:34]1)[C:29]([O:31][CH3:32])=[O:30])=[O:26] |f:0.1,3.4|. Procedure: Following the procedure for the preparation of methyl (L-alanylamino)(cyclopropyl)acetate hydrochloride but substituting methyl ({2-[(tert-butoxycarbonyl)amino]butanoyl}amino)(cyclopropyl)acetate and making non-critical variations provided the title compound as a solid: 1H NMR (DMSO-d6) δ 0.29-0.40, 0.88-0.94, 1.12, 1.37, 1.75-1.82, 3.57, 3.62-3.79, 8.29. The reactants are COC(=O)CCSC(SCCC(=O)OC)c1cccc(C=Cc2nc(C(C)C)cs2)c1, COC(=O)CCSC(SCCC(=O)N(C)C)c1cccc(C=Cc2nc(C(C)C)cs2)c1, ClCCl, COC(=O)CCS, CN(C)C(=O)CCS. Product: CC(C)c1csc(C=Cc2cccc(C(SCCC(=O)N(C)C)SCCC(=O)N(C)C)c2)n1. As a reaction SMILES: [CH3:16][CH:17]([c:18]1[n:19][c:20]([CH:21]=[CH:22][c:23]2[cH:24][c:25]([CH:26]([S:27][CH2:28][CH2:29][C:30]([O:31][CH3:32])=[O:33])[S:34][CH2:35][CH2:36][C:37]([O:38][CH3:39])=[O:40])[cH:41][cH:42][cH:43]2)[s:44][cH:45]1)[CH3:46].[CH3:47][N:48]([C:49]([CH2:50][CH2:51][S:52][CH:53]([c:54]1[cH:55][c:56]([CH:60]=[CH:61][c:62]2[s:63][cH:64][c:65]([CH:67]([CH3:68])[CH3:69])[n:66]2)[cH:57][cH:58][cH:59]1)[S:70][CH2:71][CH2:72][C:73]([O:74][CH3:75])=[O:76])=[O:77])[CH3:78].[Cl:79][CH2:80][Cl:81].[SH:1][CH2:2][CH2:3][C:4]([O:5][CH3:6])=[O:7].[SH:8][CH2:9][CH2:10][C:11](=[O:12])[N:13]([CH3:14])[CH3:15]>>[S:8]([CH2:9][CH2:10][C:11](=[O:12])[N:13]([CH3:14])[CH3:15])[CH:53]([S:52][CH2:51][CH2:50][C:49]([N:48]([CH3:47])[CH3:78])=[O:77])[c:54]1[cH:55][c:56]([CH:60]=[CH:61][c:62]2[s:63][cH:64][c:65]([CH:67]([CH3:68])[CH3:69])[n:66]2)[cH:57][cH:58][cH:59]1. The reactants are CCOCC, [Cl-], [Mg+]c1ccc(Cl)cc1, Cl, CCOC(=O)C1CCC(=O)CC1. Yields the product CCOC(=O)C1CCC(O)(c2ccc(Cl)cc2)CC1. As a reaction SMILES: [CH3:23][CH2:24][O:25][CH2:26][CH3:27].[Cl-:1].[Cl:2][c:3]1[cH:4][cH:5][c:6]([Mg+:9])[cH:7][cH:8]1.[ClH:22].[O:10]=[C:11]1[CH2:12][CH2:13][CH:14]([C:17](=[O:18])[O:19][CH2:20][CH3:21])[CH2:15][CH2:16]1>>[Cl:2][c:3]1[cH:4][cH:5][c:6]([C:11]2([OH:10])[CH2:12][CH2:13][CH:14]([C:17](=[O:18])[O:19][CH2:20][CH3:21])[CH2:15][CH2:16]2)[cH:7][cH:8]1.